This data is from the Open Reaction Database (ORD), a public repository of structured organic reaction records. The task is: describe an organic reaction: reactants, conditions, products, and yield Starting materials: O=C([O-])[O-], COc1cccnc1N1CCCNCC1, CCOC(C)=O, ClCc1csc(-c2ccccc2)n1, Cl, Cl, [Cs+], [Cs+], CN(C)C=O. Yields the product COc1cccnc1N1CCCN(Cc2csc(-c3ccccc3)n2)CC1. As a reaction SMILES: [C:31](=[O:32])([O-:33])[O-:34].[CH3:16][O:17][c:18]1[c:19]([N:24]2[CH2:25][CH2:26][NH:27][CH2:28][CH2:29][CH2:30]2)[n:20][cH:21][cH:22][cH:23]1.[CH3:42][CH2:43][O:44][C:45]([CH3:46])=[O:47].[Cl:1][CH2:2][c:3]1[n:4][c:5](-[c:8]2[cH:9][cH:10][cH:11][cH:12][cH:13]2)[s:6][cH:7]1.[ClH:14].[ClH:15].[Cs+:35].[Cs+:36].[O:37]=[CH:38][N:39]([CH3:40])[CH3:41]>>[CH2:2]([c:3]1[n:4][c:5](-[c:8]2[cH:9][cH:10][cH:11][cH:12][cH:13]2)[s:6][cH:7]1)[N:27]1[CH2:26][CH2:25][N:24]([c:19]2[c:18]([O:17][CH3:16])[cH:23][cH:22][cH:21][n:20]2)[CH2:30][CH2:29][CH2:28]1. The reactants are ClC1=CC=C(C=N1)C(=O)NC1=CC(=C(C=C1)C)C=1C2=C(N=C(N1)S(=O)(=O)C)N(C(C=C2)=O)C2=C(C=CC=C2F)F (6-chloro-N-{3-[8-(2,6-difluorophenyl)-2-(methylsulfonyl)-7-oxo-7,8-dihydropyrido[2,3-d]pyrimidin-4-yl]-4-methylphenyl}-3-pyridinecarboxamide), Cl.Cl.N1C(=NC=C1)CN ((1H-imidazol-2-ylmethyl)amine dihydrochloride). Yields the product ClC1=CC=C(C=N1)C(=O)NC1=CC(=C(C=C1)C)C=1C2=C(N=C(N1)NCC=1NC=CN1)N(C(C=C2)=O)C2=C(C=CC=C2F)F (6-chloro-N-(3-{8-(2,6-difluorophenyl)-2-[(1H-imidazol-2-ylmethyl)amino]-7-oxo-7,8-dihydropyrido[2,3-d]pyrimidin-4-yl}-4-methylphenyl)-3-pyridinecarboxamide). Reaction SMILES: [Cl:1][C:2]1[N:7]=[CH:6][C:5]([C:8]([NH:10][C:11]2[CH:16]=[CH:15][C:14]([CH3:17])=[C:13]([C:18]3[C:19]4[CH:31]=[CH:30][C:29](=[O:32])[N:28]([C:33]5[C:38]([F:39])=[CH:37][CH:36]=[CH:35][C:34]=5[F:40])[C:20]=4[N:21]=[C:22](S(C)(=O)=O)[N:23]=3)[CH:12]=2)=[O:9])=[CH:4][CH:3]=1.Cl.Cl.[NH:43]1[CH:47]=[CH:46][N:45]=[C:44]1[CH2:48][NH2:49]>>[Cl:1][C:2]1[N:7]=[CH:6][C:5]([C:8]([NH:10][C:11]2[CH:16]=[CH:15][C:14]([CH3:17])=[C:13]([C:18]3[C:19]4[CH:31]=[CH:30][C:29](=[O:32])[N:28]([C:33]5[C:38]([F:39])=[CH:37][CH:36]=[CH:35][C:34]=5[F:40])[C:20]=4[N:21]=[C:22]([NH:49][CH2:48][C:44]4[NH:43][CH:47]=[CH:46][N:45]=4)[N:23]=3)[CH:12]=2)=[O:9])=[CH:4][CH:3]=1 |f:1.2.3|. Procedure: The title compound was prepared as described in Example 1d from 6-chloro-N-{3-[8-(2,6-difluorophenyl)-2-(methylsulfonyl)-7-oxo-7,8-dihydropyrido[2,3-d]pyrimidin-4-yl]-4-methylphenyl}-3-pyridinecarboxamide and (1H-imidazol-2-ylmethyl)amine dihydrochloride: LC-MS m/z 599 (M+H)+, 1.92 min (ret time). Reactants: O1COC2=C1C=CC(=C2)C(=O)O (1,3-benzodioxole-5-carboxylic acid), C(=O)(N1C=NC=C1)N1C=NC=C1 (1,1'-carbonyldiimidazole), NC1CN2CCC1CC2 (3-aminoquinuclidine). Product: N12CC(C(CC1)CC2)NC(=O)C2=CC1=C(OCO1)C=C2 (N-(1-Azabicyclo[2.2.2]oct-3-yl)-1,3-benzodioxole-5-carboxamide). RXN SMILES: [O:1]1[C:5]2[CH:6]=[CH:7][C:8]([C:10]([OH:12])=O)=[CH:9][C:4]=2[O:3][CH2:2]1.C(N1C=CN=C1)(N1C=CN=C1)=O.[NH2:25][CH:26]1[CH:31]2[CH2:32][CH2:33][N:28]([CH2:29][CH2:30]2)[CH2:27]1>>[N:28]12[CH2:33][CH2:32][CH:31]([CH2:30][CH2:29]1)[CH:26]([NH:25][C:10]([C:8]1[CH:7]=[CH:6][C:5]3[O:1][CH2:2][O:3][C:4]=3[CH:9]=1)=[O:12])[CH2:27]2. Procedure: Following the procedure of Example 22, 1,3-benzodioxole-5-carboxylic acid, 1,1'-carbonyldiimidazole and 3-aminoquinuclidine are reacted to give the title compound. Reactants: FC(C(=O)OC(C(F)(F)F)=O)(F)F (Trifluoroacetic anhydride), COC=1C(=[N+](C=CC1OC)[O-])C (3,4-dimethoxy-2-methylpyridine N-oxide), FC(C(=O)OC(C(F)(F)F)=O)(F)F (trifluoroacetic anhydride). Run in ClCCl (dichloromethane). The product is OCC1=NC=CC(=C1OC)OC (2-hydroxymethyl-3,4-dimethoxypyridine). Reaction SMILES: FC(F)(F)C(OC(=O)C(F)(F)F)=[O:4].[CH3:14][O:15][C:16]1[C:17]([CH3:25])=[N+:18]([O-])[CH:19]=[CH:20][C:21]=1[O:22][CH3:23]>ClCCl>[OH:4][CH2:25][C:17]1[C:16]([O:15][CH3:14])=[C:21]([O:22][CH3:23])[CH:20]=[CH:19][N:18]=1. Procedure: Trifluoroacetic anhydride (4.0 ml) was added dropwise to a stirred solution of 3,4-dimethoxy-2-methylpyridine N-oxide (1.91 g) in dichloromethane (25 ml) and the mixture was left to stand at room temperature for 8 days during which time trifluoroacetic anhydride (4.77 ml) was added in two portions. The mixture was evaporated to dryness and the residue was purified by extracting a chloroform solution with aqueous sodium bicarbonate and elution from silica gel with methanol-chloroform (1:9) to giv... Starting materials: C(C1=CC=CC=C1)N (benzylamine), ClC=1C2=C(N=C(N1)C1=NC=CC=C1)SC(=C2)Cl (4-chloro-2-(pyridin-2-yl)-6-chloro-thieno-[2,3-d]-pyrimidine). Product: N1=C(C=CC=C1)C=1N=C(C2=C(N1)SC(=C2)Cl)NCC2=CC=CC=C2 (2-(pyridin-2-yl)-4-benzylamino-6-chloro-thieno-[2,3-d]-pyrimidine). RXN SMILES: [CH2:1]([NH2:8])[C:2]1[CH:7]=[CH:6][CH:5]=[CH:4][CH:3]=1.Cl[C:10]1[C:11]2[CH:24]=[C:23]([Cl:25])[S:22][C:12]=2[N:13]=[C:14]([C:16]2[CH:21]=[CH:20][CH:19]=[CH:18][N:17]=2)[N:15]=1>>[N:17]1[CH:18]=[CH:19][CH:20]=[CH:21][C:16]=1[C:14]1[N:15]=[C:10]([NH:8][CH2:1][C:2]2[CH:7]=[CH:6][CH:5]=[CH:4][CH:3]=2)[C:11]2[CH:24]=[C:23]([Cl:25])[S:22][C:12]=2[N:13]=1. Procedure: With the procedure of Example 1, the reaction of benzylamine with 4-chloro-2-(pyridin-2-yl)-6-chloro-thieno-[2,3-d]-pyrimidine yields 2-(pyridin-2-yl)-4-benzylamino-6-chloro-thieno-[2,3-d]-pyrimidine.